From a dataset of the Open Reaction Database (ORD), a public repository of structured organic reaction records. describe an organic reaction: reactants, conditions, products, and yield The product is COc1ccc(Nc2c(N)cc(C(=O)O)cc2S(N)(=O)=O)cc1. RXN SMILES: [CH3:1][O:2][c:3]1[cH:4][cH:5][c:6]([NH:7][c:8]2[c:9]([N+:21]([O-:22])=[O:23])[cH:10][c:11]([C:12](=[O:13])[OH:14])[cH:15][c:16]2[S:17]([NH2:18])(=[O:19])=[O:20])[cH:24][cH:25]1.[NH:26]([c:27]1[c:28]([S:29](=[O:30])(=[O:31])[NH2:32])[cH:33][c:34]([C:35]([OH:36])=[O:37])[cH:38][c:39]1[N+:40]([O-:41])=[O:42])[c:43]1[cH:44][cH:45][cH:46][cH:47][cH:48]1>>[CH3:1][O:2][c:3]1[cH:4][cH:5][c:6]([NH:7][c:8]2[c:9]([NH2:21])[cH:10][c:11]([C:12](=[O:13])[OH:14])[cH:15][c:16]2[S:17]([NH2:18])(=[O:19])=[O:20])[cH:24][cH:25]1. Starting materials: COc1ccc(Nc2c([N+](=O)[O-])cc(C(=O)O)cc2S(N)(=O)=O)cc1, NS(=O)(=O)c1cc(C(=O)O)cc([N+](=O)[O-])c1Nc1ccccc1. Reactants: CC(C)(C)OC(=O)N1CCC=C(Cc2c[nH]c3ccc(F)cc23)C1, [H-], [Na+], C1CCOC1, O=S(=O)(Cl)c1ccccc1. Yields the product CC(C)(C)OC(=O)N1CCC=C(Cc2cn(S(=O)(=O)c3ccccc3)c3ccc(F)cc23)C1. Reaction SMILES: [F:1][c:2]1[cH:3][c:4]2[c:5]([CH2:11][C:12]3=[CH:13][CH2:14][CH2:15][N:16]([C:18](=[O:19])[O:20][C:21]([CH3:22])([CH3:23])[CH3:24])[CH2:17]3)[cH:6][nH:7][c:8]2[cH:9][cH:10]1.[H-:26].[Na+:25].[O:37]1[CH2:38][CH2:39][CH2:40][CH2:41]1.[c:27]1([S:33](=[O:34])(=[O:35])[Cl:36])[cH:28][cH:29][cH:30][cH:31][cH:32]1>>[F:1][c:2]1[cH:3][c:4]2[c:5]([CH2:11][C:12]3=[CH:13][CH2:14][CH2:15][N:16]([C:18](=[O:19])[O:20][C:21]([CH3:22])([CH3:23])[CH3:24])[CH2:17]3)[cH:6][n:7]([S:33]([c:27]3[cH:28][cH:29][cH:30][cH:31][cH:32]3)(=[O:34])=[O:35])[c:8]2[cH:9][cH:10]1. Starting materials: C([O-])([O-])=O.[K+].[K+] (potassium carbonate), IC1=CC=C(C=C1)O (4-iodophenol), ClC1=NC=CC=N1 (2-chloropyrimidine). Run in CN(C)C=O (DMF), [Cl-].[Na+].O (brine). Reaction conditions: temperature 120 celsius, time 3 hour. The product is IC1=CC=C(OC2=NC=CC=N2)C=C1 (2-(4-iodophenoxy)pyrimidine). Isolated yield 97.1%. Reaction SMILES: C(=O)([O-])[O-].[K+].[K+].[I:7][C:8]1[CH:13]=[CH:12][C:11]([OH:14])=[CH:10][CH:9]=1.Cl[C:16]1[N:21]=[CH:20][CH:19]=[CH:18][N:17]=1>CN(C=O)C.[Cl-].[Na+].O>[I:7][C:8]1[CH:13]=[CH:12][C:11]([O:14][C:16]2[N:21]=[CH:20][CH:19]=[CH:18][N:17]=2)=[CH:10][CH:9]=1 |f:0.1.2,6.7.8|. Procedure: Under an argon atmosphere, potassium carbonate (207 mg) was added to a solution of 4-iodophenol (220 mg) and 2-chloropyrimidine (114 mg) in DMF (1 ml), and the resulting mixture was stirred at 120° C. for 3 hours. The reaction solution was cooled to room temperature and saturated brine was added thereto, followed by extracting the resulting mixture with chloroform. Organic layer was washed with saturated brine and dried over anhydrous sodium sulfate. After removing anhydrous sodium sulfate by fi... Reactants: [Br-], CCOCC, C[Mg+], [Cl-], Cn1c(S(C)(=O)=O)nc2c(C#N)c(N3CCCC(NC(=O)OC(C)(C)C)C3)n(Cc3cc(F)ccc3Cl)c2c1=O, [NH4+], C1CCOC1. Product: Cc1nc2c(C#N)c(N3CCCC(NC(=O)OC(C)(C)C)C3)n(Cc3cc(F)ccc3Cl)c2c(=O)n1C. As a reaction SMILES: [Br-:46].[CH2:41]([O:42][CH2:43][CH3:44])[CH3:45].[CH3:47][Mg+:48].[Cl-:49].[Cl:1][c:2]1[c:3]([CH2:4][n:5]2[c:6]([N:22]3[CH2:23][CH:24]([NH:28][C:29]([O:30][C:31]([CH3:32])([CH3:33])[CH3:34])=[O:35])[CH2:25][CH2:26][CH2:27]3)[c:7]([C:20]#[N:21])[c:8]3[n:9][c:10]([S:16]([CH3:17])(=[O:18])=[O:19])[n:11]([CH3:15])[c:12](=[O:14])[c:13]23)[cH:36][c:37]([F:40])[cH:38][cH:39]1.[NH4+:50].[O:51]1[CH2:52][CH2:53][CH2:54][CH2:55]1>>[Cl:1][c:2]1[c:3]([CH2:4][n:5]2[c:6]([N:22]3[CH2:23][CH:24]([NH:28][C:29]([O:30][C:31]([CH3:32])([CH3:33])[CH3:34])=[O:35])[CH2:25][CH2:26][CH2:27]3)[c:7]([C:20]#[N:21])[c:8]3[n:9][c:10]([CH3:41])[n:11]([CH3:15])[c:12](=[O:14])[c:13]23)[cH:36][c:37]([F:40])[cH:38][cH:39]1. Starting materials: CCOC(C)=O, COc1cc(C)cc(C)c1-c1cccc2c(N(CC3CC3)CC3CC3)c(S(C)=O)nn12, O=C(OO)c1cccc(Cl)c1, ClCCl, O. Product: COc1cc(C)cc(C)c1-c1cccc2c(N(CC3CC3)CC3CC3)c(S(C)(=O)=O)nn12. Reaction SMILES: [CH3:44][CH2:45][O:46][C:47](=[O:48])[CH3:49].[CH:12]1([CH2:15][N:16]([c:17]2[c:18]([S:36](=[O:37])[CH3:38])[n:19][n:20]3[c:21]2[cH:22][cH:23][cH:24][c:25]3-[c:26]2[c:27]([O:34][CH3:35])[cH:28][c:29]([CH3:33])[cH:30][c:31]2[CH3:32])[CH2:39][CH:40]2[CH2:41][CH2:42]2)[CH2:13][CH2:14]1.[Cl:1][c:2]1[cH:3][cH:4][cH:5][c:6]([C:7]([O:8][OH:10])=[O:9])[cH:11]1.[Cl:50][CH2:51][Cl:52].[OH2:43]>>[O:9]=[S:36]([c:18]1[c:17]([N:16]([CH2:15][CH:12]2[CH2:13][CH2:14]2)[CH2:39][CH:40]2[CH2:41][CH2:42]2)[c:21]2[n:20]([n:19]1)[c:25](-[c:26]1[c:27]([O:34][CH3:35])[cH:28][c:29]([CH3:33])[cH:30][c:31]1[CH3:32])[cH:24][cH:23][cH:22]2)(=[O:37])[CH3:38]. Reactants: [N+](=O)([O-])C1=CC=C(COC(=O)NCCS)C=C1 (2-(4-nitrobenzyloxycarbonyl)aminoethylmercaptan), C1CCCCC1 (cyclohexane), ice, S-oxide, [Si](C)(C)(C(C)(C)C)O[C@H](C)[C@@H]1[C@@H]2N(C(=C([C@@H]2C)S(=O)C2=CC=CC=C2)C(=O)OCC2=CC=C(C=C2)[N+](=O)[O-])C1=O (4-nitrobenzyl (1R,5S,6S)-6-[1(R)-t-butyldimethylsilyloxyethyl]-1-methyl-2-phenylsulfinyl-1-carbapen-2-em-3-carboxylate), [Cl-].[NH4+] (ammonium chloride). The solvent is O1CCCC1 (tetrahydrofuran), O1CCCC1 (tetrahydrofuran). Conditions: time 10 minute. Product: [Si](C)(C)(C(C)(C)C)O[C@H](C)[C@@H]1[C@@H]2N(C(=C([C@@H]2C)SCCNC(=O)OCC2=CC=C(C=C2)[N+](=O)[O-])C(=O)OCC2=CC=C(C=C2)[N+](=O)[O-])C1=O (4-Nitrobenzyl (1R,5S,6S)-6-[1(R)-t-butyldimethylsilyloxyethyl]-1-methyl-2-[2-(4-nitrobenzyloxycarbonyl)aminoethylthio]-1-carbapen-2-em-3-carboxylate). Yield: 84.0%. As a reaction SMILES: C1CCCCC1.[N+:7]([C:10]1[CH:23]=[CH:22][C:13]([CH2:14][O:15][C:16]([NH:18][CH2:19][CH2:20][SH:21])=[O:17])=[CH:12][CH:11]=1)([O-:9])=[O:8].[Si:24]([O:31][C@@H:32]([C@H:34]1[C:62](=[O:63])[N:36]2[C:37]([C:49]([O:51][CH2:52][C:53]3[CH:58]=[CH:57][C:56]([N+:59]([O-:61])=[O:60])=[CH:55][CH:54]=3)=[O:50])=[C:38](S(C3C=CC=CC=3)=O)[C@H:39]([CH3:40])[C@H:35]12)[CH3:33])([C:27]([CH3:30])([CH3:29])[CH3:28])([CH3:26])[CH3:25].[Cl-].[NH4+]>O1CCCC1>[Si:24]([O:31][C@@H:32]([C@H:34]1[C:62](=[O:63])[N:36]2[C:37]([C:49]([O:51][CH2:52][C:53]3[CH:58]=[CH:57][C:56]([N+:59]([O-:61])=[O:60])=[CH:55][CH:54]=3)=[O:50])=[C:38]([S:21][CH2:20][CH2:19][NH:18][C:16]([O:15][CH2:14][C:13]3[CH:22]=[CH:23][C:10]([N+:7]([O-:9])=[O:8])=[CH:11][CH:12]=3)=[O:17])[C@H:39]([CH3:40])[C@H:35]12)[CH3:33])([C:27]([CH3:28])([CH3:29])[CH3:30])([CH3:26])[CH3:25] |f:3.4|. Procedure: 0.14 ml (0.21 mmol) of a cyclohexane solution containing 1.5M of a lithiumdiisopropylamide-tetrahydrofuran complex was added to 2 ml of an ice-cooled tetrahydrofuran suspension containing 91 mg (0.352 mmol) of a magnesium bromide-diethyl ether complex, and the resulting mixture was stirred for 10 minutes an this temperature. At the end of this time, 2 ml of a tetrahydrofuran solution containing 55 mg (0.207 mmol) of 2-(4-nitrobenzyloxycarbonyl)aminoethylmercaptan were added to the mixture, which... Starting materials: BrC=1C(=NNC1CCCCl)C (4-bromo-5-(3-chloro-propyl)-3-methyl-1H-pyrazole), [OH-].[K+] (KOH). The solvent is O (water), C(C)(C)O (isopropyl alcohol). Yields the product BrC1=C2N(N=C1C)CCC2 (3-Bromo-2-methyl-5,6-dihydro-4H-pyrrolo[1,2-b]pyrazole). The yield is 49.0%. Reaction SMILES: [Br:1][C:2]1[C:3]([CH3:11])=[N:4][NH:5][C:6]=1[CH2:7][CH2:8][CH2:9]Cl.[OH-].[K+]>C(O)(C)C.O>[Br:1][C:2]1[C:3]([CH3:11])=[N:4][N:5]2[CH2:9][CH2:8][CH2:7][C:6]=12 |f:1.2|. Reported procedure: To a solution of 4-bromo-5-(3-chloro-propyl)-3-methyl-1H-pyrazole (2.42 g, 10.2 mmol) in isopropyl alcohol (35 mL) was added KOH (0.86 g, 15.3 mmol) dissolved in water (7 mL). The reaction was heated to reflux for 4 h. After cooling the reaction was partially concentrated, diluted with EtOAc and washed with brine. The organic layer was dried over Na2SO4, filtered and concentrated to give a light yellow oil as the desired product (1.01 g, 5.0 mmol). MS m/z 203.4 (M+H)+. Starting materials: CCN=C=NCCC[N+](C)(C)C.[I-] (1-[3-(Dimethylamino)propyl]-3-ethylcarbodiimide methiodide), resultant mixture, OC1=C(C=C(C=C1)C=1C=C(NC(N1)=O)C=1C=C(C(=O)O)C=CC1)C (3-(6-(4-hydroxy-3-methylphenyl)-2-oxo-2,3-dihydropyrimidin-4-yl)benzoic acid), NCCNC(OC(C)(C)C)=O (tert-butyl 2-aminoethylcarbamate), ON1N=NC2=C1C=CC=C2 (1-hydroxybenzotriazole). The solvent is ClC(C)Cl (dichloroethane), CN(C=O)C (N,N-dimethylformamide). Reaction conditions: time 4 hour. The product is NCCNC(C1=CC(=CC=C1)C=1NC(N=C(C1)C1=CC(=C(C=C1)O)C)=O)=O (N-(2-aminoethyl)-3-(6-(4-hydroxy-3-methylphenyl)-2-oxo-2,3-dihydropyrimidin-4-yl)benzamide). Yield: 23.3%. RXN SMILES: [OH:1][C:2]1[CH:7]=[CH:6][C:5]([C:8]2[CH:9]=[C:10]([C:15]3[CH:16]=[C:17]([CH:21]=[CH:22][CH:23]=3)[C:18]([OH:20])=O)[NH:11][C:12](=[O:14])[N:13]=2)=[CH:4][C:3]=1[CH3:24].[NH2:25][CH2:26][CH2:27][NH:28]C(=O)OC(C)(C)C.ON1C2C=CC=CC=2N=N1.CCN=C=NCCC[N+](C)(C)C.[I-]>ClC(Cl)C.CN(C)C=O>[NH2:25][CH2:26][CH2:27][NH:28][C:18](=[O:20])[C:17]1[CH:21]=[CH:22][CH:23]=[C:15]([C:10]2[NH:11][C:12](=[O:14])[N:13]=[C:8]([C:5]3[CH:6]=[CH:7][C:2]([OH:1])=[C:3]([CH3:24])[CH:4]=3)[CH:9]=2)[CH:16]=1 |f:3.4|. Reported procedure: To a solution of 3-(6-(4-hydroxy-3-methylphenyl)-2-oxo-2,3-dihydropyrimidin-4-yl)benzoic acid obtained from step 2 of Example 57 (16.9 mg, 48 μmol) and tert-butyl 2-aminoethylcarbamate (6.4 mg, 40 μmol) in dichloroethane (1.25 mL) and N,N-dimethylformamide (0.79 mL) was added 1-hydroxybenzotriazole (6.8 mg, 50 μmol) followed by 1-[3-(Dimethylamino)propyl]-3-ethylcarbodiimide methiodide (17.8 mg, 60 μmol). The resultant mixture was stirred at room temperature for 15 hours. The reaction mixture wa... Starting materials: C=CCI, C1CCOC1, O=C(Cc1ccccc1)N1C(=O)OCC1Cc1ccccc1. The product is C=CCC(C(=O)N1C(=O)OCC1Cc1ccccc1)c1ccccc1. Reaction SMILES: [CH2:23]([CH:24]=[CH2:25])[I:26].[CH2:27]1[O:28][CH2:29][CH2:30][CH2:31]1.[c:1]1([CH2:7][C:8](=[O:9])[N:10]2[C:11](=[O:22])[O:12][CH2:13][CH:14]2[CH2:15][c:16]2[cH:17][cH:18][cH:19][cH:20][cH:21]2)[cH:2][cH:3][cH:4][cH:5][cH:6]1>>[c:1]1([CH:7]([C:8](=[O:9])[N:10]2[C:11](=[O:22])[O:12][CH2:13][CH:14]2[CH2:15][c:16]2[cH:17][cH:18][cH:19][cH:20][cH:21]2)[CH2:25][CH:24]=[CH2:23])[cH:2][cH:3][cH:4][cH:5][cH:6]1.